From a dataset of the Open Reaction Database (ORD), a public repository of structured organic reaction records. describe an organic reaction: reactants, conditions, products, and yield The reactants are Cc1cc2c(cc1C(F)(F)F)NC(=O)CC(c1cccc(-c3cccc(S(=O)(=O)NC(C)(C)C)c3)c1)=N2, ClCCl, O=C(O)C(F)(F)F. The product is Cc1cc2c(cc1C(F)(F)F)NC(=O)CC(c1cccc(-c3cccc(S(N)(=O)=O)c3)c1)=N2. RXN SMILES: [C:1]([CH3:2])([CH3:3])([CH3:4])[NH:5][S:6](=[O:7])(=[O:8])[c:9]1[cH:10][c:11](-[c:15]2[cH:16][c:17]([C:21]3=[N:27][c:26]4[c:25]([cH:31][c:30]([C:32]([F:33])([F:34])[F:35])[c:29]([CH3:36])[cH:28]4)[NH:24][C:23](=[O:37])[CH2:22]3)[cH:18][cH:19][cH:20]2)[cH:12][cH:13][cH:14]1.[Cl:45][CH2:46][Cl:47].[F:38][C:39]([F:40])([F:41])[C:42]([OH:43])=[O:44]>>[NH2:5][S:6](=[O:7])(=[O:8])[c:9]1[cH:10][c:11](-[c:15]2[cH:16][c:17]([C:21]3=[N:27][c:26]4[c:25]([cH:31][c:30]([C:32]([F:33])([F:34])[F:35])[c:29]([CH3:36])[cH:28]4)[NH:24][C:23](=[O:37])[CH2:22]3)[cH:18][cH:19][cH:20]2)[cH:12][cH:13][cH:14]1. Starting materials: CO, CC(C)=CCCC1(C)CC(=O)O1, [Na+], O=S(=O)([O-])O. Product: COC(=O)CC(C)(O)CCC=C(C)C. As a reaction SMILES: [CH3:19][OH:20].[CH3:1][C:2]1([CH2:7][CH2:8][CH:9]=[C:10]([CH3:11])[CH3:12])[CH2:3][C:4](=[O:6])[O:5]1.[Na+:18].[S:13]([O-:14])([OH:15])(=[O:16])=[O:17]>>[CH3:1][C:2]([CH2:3][C:4](=[O:6])[O:20][CH3:19])([OH:5])[CH2:7][CH2:8][CH:9]=[C:10]([CH3:11])[CH3:12]. Starting materials: C(=O)N1CCOCC1 (N-formylmorpholine), C(CCC)[Li] (n-Butyllithium), C[Si](C1=CN=CS1)(C)C (5-(trimethylsilyl)thiazole), Cl (hydrochloric acid). Run in C1CCOC1 (THF), C1CCOC1 (THF). The product is C[Si](C1=CN=C(S1)C=O)(C)C (5-(Trimethylsilyl)thiazole-2-carboxaldehyde). As a reaction SMILES: C([Li])CCC.[CH3:6][Si:7]([CH3:14])([CH3:13])[C:8]1[S:12][CH:11]=[N:10][CH:9]=1.[CH:15](N1CCOCC1)=[O:16].Cl>C1COCC1>[CH3:6][Si:7]([CH3:14])([CH3:13])[C:8]1[S:12][C:11]([CH:15]=[O:16])=[N:10][CH:9]=1. Reported procedure: n-Butyllithium (1.50M in hexane, 39 mmol, 22 ml) was added dropwise at -78° C. to a solution of 5-(trimethylsilyl)thiazole (A. Dondoni et al, J. Org. Chem, 1988, 53, 1748) (5.2 g, 33 mmol) in THF (40 ml). After 30 min. a solution of N-formylmorpholine (4.57 g) in THF (40 ml) was added dropwise over 15 min. The resulting red solution was stirred a further 30 mi. and then allowed to warm to room temperature , dilute d with 4N hydrochloric acid and extracted three times with ethyl acetate. The comb... Reactants: N(=O)[O-].[Na+] (sodium nitrite), C(C)(=O)[O-].[Na+] (Sodium acetate), CS(=O)(=O)C1=CC=C(N)C=C1 (4-methylsulfonylaniline), [OH-].[NH4+] (ammonium hydroxide), OCCCCCCN(C1=CC=CC=C1)C (N-(6-hydroxyhexyl)-N-methylaniline). Solvent: O (water), Cl (hydrochloric acid). Conditions: time 1 hour. The product is OCCCCCCN(C1=CC=C(C=C1)N=NC1=CC=C(C=C1)S(=O)(=O)C)C (4'-[(6-hydroxyhexyl)methylamino]-4-methylsulfonylazobenzene). As a reaction SMILES: [CH3:1][S:2]([C:5]1[CH:11]=[CH:10][C:8]([NH2:9])=[CH:7][CH:6]=1)(=[O:4])=[O:3].N([O-])=O.[Na+].[OH:16][CH2:17][CH2:18][CH2:19][CH2:20][CH2:21][CH2:22][N:23]([CH3:30])[C:24]1[CH:29]=[CH:28][CH:27]=[CH:26][CH:25]=1.C([O-])(=O)C.[Na+].[OH-].[NH4+:37]>Cl.O>[OH:16][CH2:17][CH2:18][CH2:19][CH2:20][CH2:21][CH2:22][N:23]([CH3:30])[C:24]1[CH:25]=[CH:26][C:27]([N:37]=[N:9][C:8]2[CH:10]=[CH:11][C:5]([S:2]([CH3:1])(=[O:3])=[O:4])=[CH:6][CH:7]=2)=[CH:28][CH:29]=1 |f:1.2,4.5,6.7|. Procedure details: A stirred suspension of 150 g (0.88) of 4-methylsulfonylaniline in 1 liter of 20% hydrochloric acid at 0 degrees-3 degrees C. was treated dropwise with a solution of 66.5 g (0.96 mol) of sodium nitrite in 200 mL of water. N-(6-hydroxyhexyl)-N-methylaniline 218 g, 1.05 mol) was added slowly, maintaining the temperature below 5 degrees C., and the mixture was stirred for 1 hour. Sodium acetate (119 g, 0.88 mol) was added and stirring was continued for 3 hours. Concentrated ammonium hydroxide (250 ...